This data is from the Open Reaction Database (ORD), a public repository of structured organic reaction records. The task is: describe an organic reaction: reactants, conditions, products, and yield The reactants are Cn1ccnc1, Cc1ccccc1, FC(F)(F)C(F)(F)C(F)(F)C(F)(F)C(F)(F)C(F)(F)CCI. Product: C[n+]1ccn(CCC(F)(F)C(F)(F)C(F)(F)C(F)(F)C(F)(F)C(F)(F)F)c1, [I-]. RXN SMILES: [CH3:1][n:2]1[cH:3][n:4][cH:5][cH:6]1.[CH3:29][c:30]1[cH:31][cH:32][cH:33][cH:34][cH:35]1.[F:7][C:8]([C:9]([C:10]([C:11]([C:12]([C:13]([CH2:14][CH2:15][I:16])([F:17])[F:18])([F:19])[F:20])([F:21])[F:22])([F:23])[F:24])([F:25])[F:26])([F:27])[F:28]>>[CH3:1][n+:2]1[cH:3][n:4]([CH2:15][CH2:14][C:13]([C:12]([C:11]([C:10]([C:9]([C:8]([F:7])([F:27])[F:28])([F:25])[F:26])([F:23])[F:24])([F:21])[F:22])([F:19])[F:20])([F:17])[F:18])[cH:5][cH:6]1.[I-:16]. Starting materials: Cl.NC=1N=C2N(N=C(C=C2)OC=2C=CC(=C(C2)NC(=O)C2=CC(=NN2C)C)F)C1 (N-{5-[(2-aminoimidazo[1,2-b]pyridazin-6-yl)oxy]-2-fluorophenyl}-1,3-dimethyl-1H-pyrazole-5-carboxamide.hydrochloride), C(CC)(=O)Cl (propionyl chloride), O (Water). Run in CN(C(C)=O)C (N,N-dimethylacetamide). Run at time 2 hour. The product is FC1=C(C=C(C=C1)OC=1C=CC=2N(N1)C=C(N2)NC(CC)=O)NC(=O)C2=CC(=NN2C)C (N-(2-fluoro-5-{[2-(propionylamino)imidazo[1,2-b]pyridazin-6-yl]oxy}phenyl)-1,3-dimethyl-1H-pyrazole-5-carboxamide). The yield is 37.1%. Reaction SMILES: Cl.[NH2:2][C:3]1[N:4]=[C:5]2[CH:10]=[CH:9][C:8]([O:11][C:12]3[CH:13]=[CH:14][C:15]([F:28])=[C:16]([NH:18][C:19]([C:21]4[N:25]([CH3:26])[N:24]=[C:23]([CH3:27])[CH:22]=4)=[O:20])[CH:17]=3)=[N:7][N:6]2[CH:29]=1.[C:30](Cl)(=[O:33])[CH2:31][CH3:32].O>CN(C)C(=O)C>[F:28][C:15]1[CH:14]=[CH:13][C:12]([O:11][C:8]2[CH:9]=[CH:10][C:5]3[N:6]([CH:29]=[C:3]([NH:2][C:30](=[O:33])[CH2:31][CH3:32])[N:4]=3)[N:7]=2)=[CH:17][C:16]=1[NH:18][C:19]([C:21]1[N:25]([CH3:26])[N:24]=[C:23]([CH3:27])[CH:22]=1)=[O:20] |f:0.1|. Procedure details: To a solution of N-{5-[(2-aminoimidazo[1,2-b]pyridazin-6-yl)oxy]-2-fluorophenyl}-1,3-dimethyl-1H-pyrazole-5-carboxamide.hydrochloride (200 mg, 0.48 mmol) in N,N-dimethylacetamide (2.0 mL) was added propionyl chloride (49.9 μL, 0.57 mmol), and the mixture was stirred at room temperature for 2 hr. Water was added to the reaction mixture, and the mixture was extracted with ethyl acetate, washed with saturated brine, dried over anhydrous sodium sulfate, and filtrated. The solvent was evaporated unde... Reactants: Cn1nccc1N, CCOCC, CCCCCC, CCc1nc2c(OC(F)F)ccc(C(=O)Oc3ccc([N+](=O)[O-])cc3)c2o1. Yields the product CCc1nc2c(OC(F)F)ccc(C(=O)Nc3ccnn3C)c2o1. RXN SMILES: [CH3:28][n:29]1[n:30][cH:31][cH:32][c:33]1[NH2:34].[CH3:35][CH2:36][O:37][CH2:38][CH3:39].[CH3:40][CH2:41][CH2:42][CH2:43][CH2:44][CH3:45].[N+:1]([c:2]1[cH:3][cH:4][c:5]([O:6][C:11](=[O:12])[c:13]2[cH:14][cH:15][c:16]([O:24][CH:25]([F:26])[F:27])[c:17]3[n:18][c:19]([CH2:22][CH3:23])[o:20][c:21]23)[cH:7][cH:8]1)([O-:9])=[O:10]>>[C:11](=[O:12])([c:13]1[cH:14][cH:15][c:16]([O:24][CH:25]([F:26])[F:27])[c:17]2[n:18][c:19]([CH2:22][CH3:23])[o:20][c:21]12)[NH:34][c:33]1[n:29]([CH3:28])[n:30][cH:31][cH:32]1. Reaction SMILES: [Cl:1][C:2]1[CH:7]=[CH:6][C:5]([C:8]([C:17]2[CH:22]=[CH:21][C:20]([Cl:23])=[CH:19][CH:18]=2)(O)[CH:9]([N:11]2[CH:15]=[N:14][CH:13]=[N:12]2)[CH3:10])=[CH:4][CH:3]=1.C1(C)C=CC(S(O)(=O)=O)=CC=1.O>C1(C)C=CC=CC=1>[Cl:23][C:20]1[CH:21]=[CH:22][C:17]([C:8]([C:5]2[CH:4]=[CH:3][C:2]([Cl:1])=[CH:7][CH:6]=2)=[C:9]([N:11]2[CH:15]=[N:14][CH:13]=[N:12]2)[CH3:10])=[CH:18][CH:19]=1. Procedure: 1,1-bis(4-chlorophenyl)-2-(1H-1,2,4-triazol-1-yl)propan-1-ol (2.0 g) from Example 3xi was dissolved in dry toluene (40 ml), and a catalytic amount of p-toluene sulphonic acid added. The mixture was refluxed in a round bottom flask fitted with a soxhlet extractor filled with molecular sieves (4A) and condenser. Reflux was continued until there was no starting material remaining on tlc. The mixture was poured into water and extracted, washed with water (3X) then dried over anhydrous magnesium sulp... The reactants are ClC1=CC=C(C=C1)C(C(C)N1N=CN=C1)(O)C1=CC=C(C=C1)Cl (1,1-bis(4-chlorophenyl)-2-(1H-1,2,4-triazol-1-yl)propan-1-ol), ( 4A ), O (water), C1(=CC=C(C=C1)S(=O)(=O)O)C (p-toluene sulphonic acid). The product is ClC1=CC=C(C=C1)C(=C(C)N1N=CN=C1)C1=CC=C(C=C1)Cl (1,1-bis(4-chlorophenyl)-2-(1H-1,2,4-triazol-1-yl)prop-1-ene), solid. Solvent: C1(=CC=CC=C1)C (toluene). The reactants are C(OC(C)(C)C)(=O)OC(=O)[O-] (t-butyl pyrocarbonate), N[C@@H](CCO)C(=O)O (homoserine), C([O-])([O-])=O.[Cs+].[Cs+] (cesium carbonate), [OH-].[Na+] (NaOH). Solvent: O1CCOCC1 (Dioxane), O (H2O). Run at time 5 minute. Product: C(C)(C)(C)OC(=O)NC(CCO)C(=O)O (N-Terbutyloxycarbonyl-DL-homoserine). RXN SMILES: [NH2:1][C@H:2]([C:6]([OH:8])=[O:7])[CH2:3][CH2:4][OH:5].[OH-].[Na+].C(=O)([O-])[O-].[Cs+].[Cs+].[C:17](OC([O-])=O)(=[O:23])[O:18][C:19]([CH3:22])([CH3:21])[CH3:20]>O.O1CCOCC1>[C:19]([O:18][C:17]([NH:1][CH:2]([C:6]([OH:8])=[O:7])[CH2:3][CH2:4][OH:5])=[O:23])([CH3:22])([CH3:21])[CH3:20] |f:1.2,3.4.5|. Procedure details: To a solution of homoserine bromohydrate (2 g ; 16.78 mmol.) in H2O (20 ml), addition was made in succession of a 1 M NaOH solution (16.78 ml) and cesium carbonate (3.01 g; 9.23 mmol.). After stirring for 5 minutes, the solution was cooled in an ice/water bath. Dioxane (60 ml) and t-butyl pyrocarbonate were then added. The reaction mixture was kept under stirring in an ice-cold water bath for 1 hour and thereafter at room temperature for 5 hours. The solvent was subsequently evaporated under vac... Reactants: COC(=O)c1cccc(F)c1, [K+], O=[N+]([O-])[O-], O=S(=O)(O)O. Yields the product COC(=O)c1cc(F)ccc1[N+](=O)[O-]. As a reaction SMILES: [F:1][c:2]1[cH:3][c:4]([C:5](=[O:6])[O:7][CH3:8])[cH:9][cH:10][cH:11]1.[K+:12].[O-:13][N+:14]([O-:15])=[O:16].[S:17](=[O:18])(=[O:19])([OH:20])[OH:21]>>[F:1][c:2]1[cH:3][c:4]([C:5](=[O:6])[O:7][CH3:8])[c:9]([N+:14](=[O:13])[O-:15])[cH:10][cH:11]1. Conditions: temperature 39 celsius, time 8 hour. Reported procedure: Into a 50-mL round-bottom flask purged and maintained with an inert atmosphere of nitrogen, was placed a solution of diethyl 2-(N-(4-(6,8-dichloro-2-methyl-1,2,3,4-tetrahydroisoquinolin-4-yl)phenyl)sulfamoylamino)ethylphosphonate (100 mg, 0.18 mmol, 1.00 equiv) in dichloromethane (5 mL) and bromotrimethylsilane (275 mg, 1.80 mmol, 9.89 equiv). The resulting solution was stirred overnight at 39° C. The resulting mixture was concentrated under vacuum and the residue was dissolved in dichloromethan... The solvent is ClCCl (dichloromethane), CO (methanol). Reactants: ClC=1C=C2C(CN(CC2=C(C1)Cl)C)C1=CC=C(C=C1)NS(=O)(=O)NCCP(OCC)(OCC)=O (diethyl 2-(N-(4-(6,8-dichloro-2-methyl-1,2,3,4-tetrahydroisoquinolin-4-yl)phenyl)sulfamoylamino)ethylphosphonate), Br[Si](C)(C)C (bromotrimethylsilane), [OH-].[Na+] (sodium hydroxide). Yields the product ClC=1C=C2C(CN(CC2=C(C1)Cl)C)C1=CC=C(C=C1)NS(=O)(=O)NCCP(O)(O)=O (2-(N-(4-(6,8-dichloro-2-methyl-1,2,3,4-tetrahydroisoquinolin-4-yl)phenyl)sulfamoylamino)ethylphosphonic acid). Reaction SMILES: [Cl:1][C:2]1[CH:3]=[C:4]2[C:9](=[C:10]([Cl:12])[CH:11]=1)[CH2:8][N:7]([CH3:13])[CH2:6][CH:5]2[C:14]1[CH:19]=[CH:18][C:17]([NH:20][S:21]([NH:24][CH2:25][CH2:26][P:27](=[O:34])([O:31]CC)[O:28]CC)(=[O:23])=[O:22])=[CH:16][CH:15]=1.Br[Si](C)(C)C.[OH-].[Na+]>ClCCl.CO>[Cl:1][C:2]1[CH:3]=[C:4]2[C:9](=[C:10]([Cl:12])[CH:11]=1)[CH2:8][N:7]([CH3:13])[CH2:6][CH:5]2[C:14]1[CH:19]=[CH:18][C:17]([NH:20][S:21]([NH:24][CH2:25][CH2:26][P:27](=[O:28])([OH:31])[OH:34])(=[O:23])=[O:22])=[CH:16][CH:15]=1 |f:2.3|. Starting materials: C(C1=CC=C(C=C1)OC)(=O)[C@@]([C@@](C(=O)O)(O)C(C1=CC=C(C=C1)OC)=O)(O)C(=O)O.ClC=1C=C(C=CC1Cl)C1(CNCC1)CCO ((+)-3-(3,4-dichloro-phenyl)-3-(2-hydroxyethyl)-pyrrolidine (R, R)-di-p-anisoyltartaric acid), COC1=C(C(=C(C(=O)Cl)C=C1)OC)OC (trimethoxy-benzoyl chloride), [OH-].[Na+] (sodium hydroxide), C([O-])(O)=O.[Na+] (sodium bicarbonate). Run in ClCCl (dichloromethane), CC(=O)C (acetone), C(C)(=O)OCC (ethyl acetate). Run at time 3 hour. Product: COC=1C=C(C(=O)N2CC(CC2)(CCO)C2=CC(=C(C=C2)Cl)Cl)C=C(C1OC)OC ((+)-1-(3,4,5-trimethoxy-benzoyl)-3-(3,4-dichloro-phenyl)-3-(2-hydroxy-ethyl)-pyrrolidine). As a reaction SMILES: C([C@](C(O)=O)(O)[C@](C(=O)C1C=CC(OC)=CC=1)(O)C(O)=O)(=O)C1C=CC(OC)=CC=1.[Cl:31][C:32]1[CH:33]=[C:34]([C:39]2([CH2:44][CH2:45][OH:46])[CH2:43][CH2:42][NH:41][CH2:40]2)[CH:35]=[CH:36][C:37]=1[Cl:38].[OH-].[Na+].[C:49](=[O:52])(O)[O-].[Na+].[CH3:54][O:55][C:56]1[CH:64]=[CH:63][C:59]([C:60](Cl)=[O:61])=[C:58](OC)[C:57]=1[O:67][CH3:68]>ClCCl.C(OCC)(=O)C.CC(C)=O>[CH3:68][O:67][C:57]1[CH:58]=[C:59]([CH:63]=[C:64]([O:52][CH3:49])[C:56]=1[O:55][CH3:54])[C:60]([N:41]1[CH2:42][CH2:43][C:39]([C:34]2[CH:35]=[CH:36][C:37]([Cl:38])=[C:32]([Cl:31])[CH:33]=2)([CH2:44][CH2:45][OH:46])[CH2:40]1)=[O:61] |f:0.1,2.3,4.5|. Reported procedure: Combine (+)-3-(3,4-dichloro-phenyl)-3-(2-hydroxyethyl)-pyrrolidine (R, R)-di-p-anisoyltartaric acid salt (772.7 g, 1140 mmol) and acetone (5 L). Cool in to 0°-10° C. and add aqueous sodium hydroxide solution (46 g, 1105 mmol, in 5 L of water). Add sodium bicarbonate (479 g, 5700 mmol). While maintaining the temperature at 0°-10° C., add dropwise over 30 minutes, trimethoxy-benzoyl chloride (262.9 g, 1140 mmol). After 3 hours, add ethyl acetate (5 L) and allow to warm to ambient temperature. Sepa... Starting materials: [N+](=O)([O-])C=1C=CC(=NC1)OC=1C=C2CCC(OC2=CC1)C1=CC=CC=C1 (5-nitro-2-(2-phenylchroman-6-yloxy)pyridine), FC1=C(C=CC(=C1)F)C1OC2=CC=C(C=C2C(C1)O)O (2-(2,4-difluorophenyl)chroman-4,6-diol). Yields the product FC1=C(C=CC(=C1)F)C1OC2=CC=C(C=C2C(C1)O)OC1=NC=C(C=C1)[N+](=O)[O-] (2-(2,4-Difluorophenyl)-6-(5-nitropyridin-2-yloxy)chroman-4-ol). Reaction SMILES: [N+:1]([C:4]1[CH:5]=[CH:6][C:7](OC2C=C3C(=CC=2)OC(C2C=CC=CC=2)CC3)=[N:8][CH:9]=1)([O-:3])=[O:2].[F:27][C:28]1[CH:33]=[C:32]([F:34])[CH:31]=[CH:30][C:29]=1[CH:35]1[CH2:44][CH:43]([OH:45])[C:42]2[C:37](=[CH:38][CH:39]=[C:40]([OH:46])[CH:41]=2)[O:36]1>>[F:27][C:28]1[CH:33]=[C:32]([F:34])[CH:31]=[CH:30][C:29]=1[CH:35]1[CH2:44][CH:43]([OH:45])[C:42]2[C:37](=[CH:38][CH:39]=[C:40]([O:46][C:7]3[CH:6]=[CH:5][C:4]([N+:1]([O-:3])=[O:2])=[CH:9][N:8]=3)[CH:41]=2)[O:36]1. Procedure: 2-(2,4-Difluorophenyl)-6-(5-nitropyridin-2-yloxy)chroman-4-ol was prepared as described for 5-nitro-2-(2-phenylchroman-6-yloxy)pyridine in Example 1(b) starting from 520 mg of 2-(2,4-difluorophenyl)chroman-4,6-diol (Example 69(b)). The product was recrystallised from a mixture of 2-propanol and diethyl ether. 1H NMR (400 MHz, d6-DMSO) δ: 9.04 (d, 1H, J 2.8 Hz), 8.61 (dd, 1H, J 9.1, 2.8 Hz), 7.66 (m, 1H), 7.32 (m, 1H), 7.26 (d, 1H, J 2.9 Hz), 7.23 (d, 1H, 9.1 Hz), 7.17 (m, 1H), 7.02 (dd, 1H, J 8.... Reactants: ice water, ClC1=NC=CC(=C1C#N)C (2-chloro-4-methylpyridine-3-carbonitrile), [OH-].[NH4+] (ammonium hydroxide). Run in OS(=O)(=O)O (H2SO4). Yields the product ClC1=NC=CC(=C1C(=O)N)C (2-chloro-4-methylpyridine-3-carboxamide). Isolated yield 69.0%. RXN SMILES: [Cl:1][C:2]1[C:7]([C:8]#[N:9])=[C:6]([CH3:10])[CH:5]=[CH:4][N:3]=1.[OH-:11].[NH4+]>OS(O)(=O)=O>[Cl:1][C:2]1[C:7]([C:8]([NH2:9])=[O:11])=[C:6]([CH3:10])[CH:5]=[CH:4][N:3]=1 |f:1.2|. Procedure details: A solution of 6.33 g of 2-chloro-4-methyl-3-pyridine carbonitrile (9) in 6 mL concentrated H2SO4 was stirred at 100° C. for one hour, added ice water, made alkaline with ammonium hydroxide and extracted with ethyl acetate. The extract was dried and the solvent removed to leave a crystalline residue. Recrystallization from ethyl acetate gave 4.9 g (69%) of (10).